Dataset: the Open Reaction Database (ORD), a public repository of structured organic reaction records. Task: describe an organic reaction: reactants, conditions, products, and yield Reactants: C(C1=CC=CC=C1)(C1=CC=CC=C1)(C1=CC=CC=C1)NC1=NC(=NS1)C(C(=O)O)=O (2-(5-Tritylamino-1,2,4-thiadiazol-3-yl)-2-oxoacetic acid), FCON (fluoromethoxyamine), [OH-].[Na+] (sodium hydroxide), aqueous solution. Solvent: C(C)O (ethanol), O (water). Reaction conditions: time 8 hour. The product is C(C1=CC=CC=C1)(C1=CC=CC=C1)(C1=CC=CC=C1)NC1=NC(=NS1)/C(/C(=O)O)=N/OCF (2-(5-Tritylamino-1,2,4-Thiadiazol-3-yl)-(Z)-2-Fluoromethoxyiminoacetic Acid). Yield: 49.4%. Reaction SMILES: [C:1]([NH:20][C:21]1[S:25][N:24]=[C:23]([C:26](=O)[C:27]([OH:29])=[O:28])[N:22]=1)([C:14]1[CH:19]=[CH:18][CH:17]=[CH:16][CH:15]=1)([C:8]1[CH:13]=[CH:12][CH:11]=[CH:10][CH:9]=1)[C:2]1[CH:7]=[CH:6][CH:5]=[CH:4][CH:3]=1.[F:31][CH2:32][O:33][NH2:34].[OH-].[Na+]>C(O)C.O>[C:1]([NH:20][C:21]1[S:25][N:24]=[C:23](/[C:26](=[N:34]/[O:33][CH2:32][F:31])/[C:27]([OH:29])=[O:28])[N:22]=1)([C:14]1[CH:19]=[CH:18][CH:17]=[CH:16][CH:15]=1)([C:2]1[CH:3]=[CH:4][CH:5]=[CH:6][CH:7]=1)[C:8]1[CH:13]=[CH:12][CH:11]=[CH:10][CH:9]=1 |f:2.3|. Procedure: 2-(5-Tritylamino-1,2,4-thiadiazol-3-yl)-2-oxoacetic acid (1 g) was added to a mixture of a solution of fluoromethoxyamine (0.58 g) in ethanol (25 ml) and water (0.45 ml). After adjusting the pH of the resulting mixture to 4-5 with a 10% aqueous solution of sodium hydroxide, the mixture was stirred overnight at room temperature. The solvent was distilled off under reduced pressure, followed by addition of water (20 ml) and sodium chloride (10 g) to the residue. The pH of the resulting solution wa... Starting materials: COc1ccccc1-c1cn(S(=O)(=O)c2ccc(C)cc2)c2ncc(-c3cccc(C4(C)NC(=O)NC4=O)c3)cc12, CO, [K+], [OH-]. Yields the product COc1ccccc1-c1c[nH]c2ncc(-c3cccc(C4(C)NC(=O)NC4=O)c3)cc12. As a reaction SMILES: [CH3:1][O:2][c:3]1[c:4](-[c:9]2[cH:10][n:11]([S:32]([c:33]3[cH:34][cH:35][c:36]([CH3:37])[cH:38][cH:39]3)(=[O:40])=[O:41])[c:12]3[n:13][cH:14][c:15](-[c:18]4[cH:19][c:20]([C:24]5([CH3:31])[C:25](=[O:30])[NH:26][C:27](=[O:29])[NH:28]5)[cH:21][cH:22][cH:23]4)[cH:16][c:17]23)[cH:5][cH:6][cH:7][cH:8]1.[CH3:44][OH:45].[K+:43].[OH-:42]>>[CH3:1][O:2][c:3]1[c:4](-[c:9]2[cH:10][nH:11][c:12]3[n:13][cH:14][c:15](-[c:18]4[cH:19][c:20]([C:24]5([CH3:31])[C:25](=[O:30])[NH:26][C:27](=[O:29])[NH:28]5)[cH:21][cH:22][cH:23]4)[cH:16][c:17]23)[cH:5][cH:6][cH:7][cH:8]1. The reactants are O (water), ClC1=CC=CC2=C1C(N(CC=1N2C=NC1C#CC(C)(C)O)C)=O (7-chloro-4,5-dihydro-3-(3-hydroxy-3-methyl-1-butynyl)-5-methyl-6H-imidazo[1,5-a][1,4]benzodiazepin-6-one), CI (methyl iodide), [OH-].[K+] (potassium hydroxide). Run in CS(=O)C (dimethyl sulfoxide). Reaction SMILES: [OH-].[K+].[Cl:3][C:4]1[C:9]2[C:10](=[O:25])[N:11]([CH3:24])[CH2:12][C:13]3[N:14]([CH:15]=[N:16][C:17]=3[C:18]#[C:19][C:20]([OH:23])([CH3:22])[CH3:21])[C:8]=2[CH:7]=[CH:6][CH:5]=1.[CH3:26]I.O>CS(C)=O>[Cl:3][C:4]1[C:9]2[C:10](=[O:25])[N:11]([CH3:24])[CH2:12][C:13]3[N:14]([CH:15]=[N:16][C:17]=3[C:18]#[C:19][C:20]([O:23][CH3:26])([CH3:22])[CH3:21])[C:8]=2[CH:7]=[CH:6][CH:5]=1 |f:0.1|. Yields the product ClC1=CC=CC2=C1C(N(CC=1N2C=NC1C#CC(C)(C)OC)C)=O (7-chloro-4,5-dihydro-3-(3-methoxy-3-methyl-1-butynyl)-5-methyl-6H-imidazo[1,5-a][1,4]benzodiazepin-6-one). Reaction conditions: time 45 minute. Procedure details: 1.20 g (18.6 mmol) of freshly powdered potassium hydroxide was stirred at room temperature for 5 minutes in 15 ml of dimethyl sulfoxide. 1.65 g (5 mmol) of 7-chloro-4,5-dihydro-3-(3-hydroxy-3-methyl-1-butynyl)-5-methyl-6H-imidazo[1,5-a][1,4]benzodiazepin-6-one and 1.42 g (10 mmol) of methyl iodide were then added thereto in succession, whereby the temperature rises to 35°. The reaction mixture was stirred for 45 minutes and then poured into 50 ml of water. The mixture was extracted five times wi... Starting materials: CCO, [Cl-], O=[N+]([O-])c1cccc2c1c(Cl)nn2CCN1CCCC1, [Fe], [NH4+]. Yields the product Nc1cccc2c1c(Cl)nn2CCN1CCCC1. RXN SMILES: [CH3:23][CH2:24][OH:25].[Cl-:21].[Cl:1][c:2]1[n:3][n:4]([CH2:14][CH2:15][N:16]2[CH2:17][CH2:18][CH2:19][CH2:20]2)[c:5]2[cH:6][cH:7][cH:8][c:9]([N+:11]([O-:12])=[O:13])[c:10]12.[Fe:26].[NH4+:22]>>[Cl:1][c:2]1[n:3][n:4]([CH2:14][CH2:15][N:16]2[CH2:17][CH2:18][CH2:19][CH2:20]2)[c:5]2[cH:6][cH:7][cH:8][c:9]([NH2:11])[c:10]12. Reactants: COC(C1=CC(=C(C=C1)OC)O)=O (3-Hydroxy-4-methoxy-benzoic acid methyl ester), ClC1=CC=C(C=C1)C1(CCC1)CO ([1-(4-Chloro-phenyl)-cyclobutyl]-methanol), CCOC(=O)/N=N/C(=O)OCC (DEAD). Yields the product ClC1=CC=C(C=C1)C1(CCC1)COC=1C=C(C(=O)O)C=CC1OC (3-[1-(4-Chloro-phenyl)-cyclobutylmethoxy]-4-methoxy-benzoic acid). Reaction SMILES: C[O:2][C:3](=[O:13])[C:4]1[CH:9]=[CH:8][C:7]([O:10][CH3:11])=[C:6]([OH:12])[CH:5]=1.[Cl:14][C:15]1[CH:20]=[CH:19][C:18]([C:21]2([CH2:25]O)[CH2:24][CH2:23][CH2:22]2)=[CH:17][CH:16]=1.CCOC(/N=N/C(OCC)=O)=O>>[Cl:14][C:15]1[CH:20]=[CH:19][C:18]([C:21]2([CH2:25][O:12][C:6]3[CH:5]=[C:4]([CH:9]=[CH:8][C:7]=3[O:10][CH3:11])[C:3]([OH:2])=[O:13])[CH2:24][CH2:23][CH2:22]2)=[CH:17][CH:16]=1. Procedure details: To a solution of 300 mg 3-Hydroxy-4-methoxy-benzoic acid methyl ester, 388 mg [1-(4-Chloro-phenyl)-cyclobutyl]-methanol 1645 mg polymerbound triphenyl phosphine (Fluka, 3 mmol triphenyl phosphine/g resin) and 762 μl DEAD were introduced and the mixture was shaken over night at RT. After filtration, evaporation of the solvent the residue was taken up in 5 ml MeOH/H2O 3:1 and 20 mg LiOH monohydrate was added. After heating the mixture at 60° C. for 2 h the mixture was acidified with half concentra...